The task is: describe an organic reaction: reactants, conditions, products, and yield. This data is from the Open Reaction Database (ORD), a public repository of structured organic reaction records. Reactants: Cc1ccccc1, CC1(C)Cc2cc(N)c3c(c2C(c2ccccc2)=N1)CC(C)(C)O3, [Na+], N#CO[Na], [OH-], O=C(O)C(F)(F)F. The product is CC1(C)Cc2cc(NC(N)=O)c3c(c2C(c2ccccc2)=N1)CC(C)(C)O3. RXN SMILES: [CH3:38][c:39]1[cH:40][cH:41][cH:42][cH:43][cH:44]1.[CH3:8][C:9]1([CH3:31])[N:10]=[C:11]([c:25]2[cH:26][cH:27][cH:28][cH:29][cH:30]2)[c:12]2[c:13]3[c:14]([c:15]([NH2:19])[cH:16][c:17]2[CH2:18]1)[O:20][C:21]([CH3:23])([CH3:24])[CH2:22]3.[Na+:37].[Na:32][O:33][C:34]#[N:35].[OH-:36].[OH:1][C:2]([C:3]([F:4])([F:5])[F:6])=[O:7]>>[CH3:8][C:9]1([CH3:31])[N:10]=[C:11]([c:25]2[cH:26][cH:27][cH:28][cH:29][cH:30]2)[c:12]2[c:13]3[c:14]([c:15]([NH:19][C:34](=[O:33])[NH2:35])[cH:16][c:17]2[CH2:18]1)[O:20][C:21]([CH3:23])([CH3:24])[CH2:22]3. Starting materials: 4-dibenzylcyclohexanone, O (water), C([O-])([O-])=O.[K+].[K+] (potassium carbonate), C1(=CC=CC=C1)N1CCNCC1 (N-phenylpyperazine), [BH-](OC(=O)C)(OC(=O)C)OC(=O)C.[Na+] (NaBH(OAc)3). Solvent: ClCCl (dichloromethane). Product: C1(=CC=CC=C1)N1CCN(CC1)[C@@H]1CC[C@H](CC1)N (trans-4-(4-phenyl-piperazin-1-yl)-cyclohexylamine). As a reaction SMILES: [C:1]1([N:7]2[CH2:12][CH2:11][NH:10][CH2:9][CH2:8]2)[CH:6]=[CH:5][CH:4]=[CH:3][CH:2]=1.[BH-](O[C:23]([CH3:25])=O)(OC(C)=O)OC(C)=O.[Na+].O.C(=O)([O-])[O-].[K+].[K+]>ClCCl>[C:1]1([N:7]2[CH2:12][CH2:11][N:10]([C@H:25]3[CH2:23][CH2:6][C@H:1]([NH2:7])[CH2:2][CH2:3]3)[CH2:9][CH2:8]2)[CH:6]=[CH:5][CH:4]=[CH:3][CH:2]=1 |f:1.2,4.5.6|. Procedure details: 4.1 g (25.3 mmol) of 4-dibenzylcyclohexanone was dissolved in 50 mL of dichloromethane and stirred for 12 h at RT with 7.4 g (25.3 mmol) of N-phenylpyperazine and 7.4 g (35 mmol) of NaBH(OAc)3. Then water and potassium carbonate were added, the org. phase was separated off, dried and the solvent was eliminated in vacuo. The residue was purified over a silica gel column (ethyl acetate 80/methanol 20+0.5% conc. ammonia). Yield: 1.7 g (15.8%) of cis-isomer and 0.27 (2.5%) of trans-isomer.